From a dataset of the Open Reaction Database (ORD), a public repository of structured organic reaction records. describe an organic reaction: reactants, conditions, products, and yield Starting materials: CC1CNCCN1, Clc1cccnc1Cl. Product: CC1CN(c2ncccc2Cl)CCN1. Reaction SMILES: [CH3:9][CH:10]1[NH:11][CH2:12][CH2:13][NH:14][CH2:15]1.[Cl:1][c:2]1[n:3][cH:4][cH:5][cH:6][c:7]1[Cl:8]>>[c:2]1([N:14]2[CH2:13][CH2:12][NH:11][CH:10]([CH3:9])[CH2:15]2)[n:3][cH:4][cH:5][cH:6][c:7]1[Cl:8]. Reactants: CC12C(CC1)C(=O)OC2=O (1-methyl-cyclobutane-1,2-dicarboxylic acid anhydride), ClC=1C=C(N)C=C(C1)Cl (3,5-dichloroaniline). Run in C1(=CC=CC=C1)C (toluene). Run at time 24 hour. Yields the product ClC=1C=C(C=C(C1)Cl)N=C(O)C1(C(CC1)C(=O)O)C (1-methyl-cyclobutane-1,2-dicarboxylic acid-(3,5-dichlorophenyl)-imide). Isolated yield 70.9%. Reaction SMILES: [CH3:1][C:2]12[C:9](=[O:10])[O:8][C:6](=[O:7])[CH:3]1[CH2:4][CH2:5]2.[Cl:11][C:12]1[CH:13]=[C:14]([CH:16]=[C:17]([Cl:19])[CH:18]=1)[NH2:15]>C1(C)C=CC=CC=1>[Cl:11][C:12]1[CH:13]=[C:14]([N:15]=[C:9]([C:2]2([CH3:1])[CH2:5][CH2:4][CH:3]2[C:6]([OH:8])=[O:7])[OH:10])[CH:16]=[C:17]([Cl:19])[CH:18]=1. Reported procedure: 10 g (0.07 mol) of 1-methyl-cyclobutane-1,2-dicarboxylic acid anhydride are dissolved in 50 ml of toluene, and 11.6 g (0.07 mol) of 3,5-dichloroaniline are added. After 24 hours' stirring at room temperature, the amide acid (m.p. 106°-108° C.) which has precipitated is separated. This amidocarboxylic acid is suspended in 40 ml of acetic anhydride, and the suspension is stirred for 24 hours at room temperature, in the course of which everything goes into solution. The acetic anhydride is evaporat... Reactants: COC=1C=C(C=C(C1)OC)CCCCC1=C(OCC2OC2)C=CC=C1 (2-{2-[4-(3,5-dimethoxyphenyl)butyl]phenoxymethyl}oxirane), CNC (dimethylamine). The solvent is O1CCCC1 (tetrahydrofuran). Yields the product COC=1C=C(C=C(C1)OC)CCCCC1=C(OCC(CN(C)C)O)C=CC=C1 (1-{2-[4-(3,5-Dimethoxyphenyl)butyl]phenoxy}-3-dimethylamino-2-propanol). The yield is 62.0%. As a reaction SMILES: [CH3:1][O:2][C:3]1[CH:4]=[C:5]([CH2:11][CH2:12][CH2:13][CH2:14][C:15]2[CH:25]=[CH:24][CH:23]=[CH:22][C:16]=2[O:17][CH2:18][CH:19]2[CH2:21][O:20]2)[CH:6]=[C:7]([O:9][CH3:10])[CH:8]=1.[CH3:26][NH:27][CH3:28]>O1CCCC1>[CH3:1][O:2][C:3]1[CH:4]=[C:5]([CH2:11][CH2:12][CH2:13][CH2:14][C:15]2[CH:25]=[CH:24][CH:23]=[CH:22][C:16]=2[O:17][CH2:18][CH:19]([OH:20])[CH2:21][N:27]([CH3:28])[CH3:26])[CH:6]=[C:7]([O:9][CH3:10])[CH:8]=1. Procedure details: Following a procedure similar to that described in Example 1(b), a solution of 0.42 g of 2-{2-[4-(3,5-dimethoxyphenyl)butyl]phenoxymethyl}oxirane [prepared as described in step (a) above] in 10 ml of tetrahydrofuran was treated with 2 ml of 50% by volume aqueous dimethylamine. After purification, 0.29 g (yield 62%) of the title compound was obtained as a colorless oil. The reactants are FC1=CC=C(CN2N=C(C3=C(C2=O)C(=C2N3CCN(C2=O)C)OC)C(=O)OC)C=C1 (methyl 2-(4-fluorobenzyl)-10-methoxy-8-methyl-1,9-dioxo-1,2,6,7,8,9-hexahydropyrazino[1′,2′:1,5]pyrrolo[2,3-d]pyridazine-4-carboxylate), [BH4-].[Na+] (sodium borohydride). The solvent is CO (methanol). Reaction conditions: time 30 minute. Yields the product FC1=CC=C(CN2N=C(C3=C(C2=O)C(=C2N3CCN(C2=O)C)OC)CO)C=C1 (2-(4-Fluorobenzyl)-4-(hydroxymethyl)-10-methoxy-8-methyl-7,8-dihydropyrazino[1′,2′:1,5]pyrrolo[2,3-d]pyridazine-1,9(2H,6H)-dione). As a reaction SMILES: [F:1][C:2]1[CH:30]=[CH:29][C:5]([CH2:6][N:7]2[C:12](=[O:13])[C:11]3[C:14]([O:23][CH3:24])=[C:15]4[C:20](=[O:21])[N:19]([CH3:22])[CH2:18][CH2:17][N:16]4[C:10]=3[C:9]([C:25](OC)=[O:26])=[N:8]2)=[CH:4][CH:3]=1.[BH4-].[Na+]>CO>[F:1][C:2]1[CH:30]=[CH:29][C:5]([CH2:6][N:7]2[C:12](=[O:13])[C:11]3[C:14]([O:23][CH3:24])=[C:15]4[C:20](=[O:21])[N:19]([CH3:22])[CH2:18][CH2:17][N:16]4[C:10]=3[C:9]([CH2:25][OH:26])=[N:8]2)=[CH:4][CH:3]=1 |f:1.2|. Procedure details: A solution of methyl 2-(4-fluorobenzyl)-10-methoxy-8-methyl-1,9-dioxo-1,2,6,7,8,9-hexahydropyrazino[1′,2′:1,5]pyrrolo[2,3-d]pyridazine-4-carboxylate (0.10 g, 0.24 mmol) in methanol (4 mL) was treated with sodium borohydride (9 mg, 0.24 mmol). After stirring at room temperature for 30 minutes, the reaction mixture was concentrated under vacuum to half the volume. The white solid precipitated was filtered and air dried to provide the title alcohol. The reactants are anhydride, [H-].[H-].[H-].C(C1=CC=C(C(=O)[O-])C=C1)(=O)[O-].[Ca+2] (calcium terephthalate trihydride). Run in C(CO)O (ethylene glycol), C(CO)O (ethylene glycol). Product: 10, C(C1=CC=C(C(=O)[O-])C=C1)(=O)[O-].[Ca+2] (calcium terephthalate). Reaction SMILES: [H-].[H-].[H-].[C:4]([O-:15])(=[O:14])[C:5]1[CH:13]=[CH:12][C:8]([C:9]([O-:11])=[O:10])=[CH:7][CH:6]=1.[Ca+2:16]>C(O)CO>[C:4]([O-:15])(=[O:14])[C:5]1[CH:13]=[CH:12][C:8]([C:9]([O-:11])=[O:10])=[CH:7][CH:6]=1.[Ca+2:16] |f:0.1.2.3.4,6.7|. Procedure details: In a 20-l container equipped with an agitator was placed 3.0 l of an aqueous solution of 10 wt/vol% of calcium chloride. With stirring 11.3 l of another aqueous solution of 5 wt/vol% of sodium terephthalate was added thereto. Simultaneously with the addition, the solution became milky turbid, which indicated the formation of calcium terephthalate. The agitation was continued for 30 minutes. Next, solid/liquid separation was carried out to obtain calcium terephthalate trihydride, which was then h... Yields the product C(C1=CC=CC=C1)OC1=CC=C(C=C1)CCC(=O)N(C)OC (3-(4-Benzyloxy-phenyl)-N-methoxy-N-methyl-propionamide). Conditions: time 8 hour. The solvent is S(=O)(Cl)Cl (thionyl chloride). Reaction SMILES: [CH2:1]([O:8][C:9]1[CH:14]=[CH:13][C:12]([CH2:15][CH2:16][C:17]([OH:19])=O)=[CH:11][CH:10]=1)[C:2]1[CH:7]=[CH:6][CH:5]=[CH:4][CH:3]=1.Cl.[CH3:21][NH:22][O:23][CH3:24].N1C=CC=CC=1>S(Cl)(Cl)=O>[CH2:1]([O:8][C:9]1[CH:10]=[CH:11][C:12]([CH2:15][CH2:16][C:17]([N:22]([O:23][CH3:24])[CH3:21])=[O:19])=[CH:13][CH:14]=1)[C:2]1[CH:3]=[CH:4][CH:5]=[CH:6][CH:7]=1 |f:1.2|. Procedure details: 3-(4-Benzyloxyphenyl) propionic acid prepared in Example S (30 g, 117 mmol) was taken up in 300 mL of thionyl chloride. The reaction was kept under reflux for 5 hours, then cooled and concentrated. The residue was dissolved in 300 mL of CH2Cl2 and treated with N,O-dimethylhydroxylamine hydrochloride (14.1 g, 146 mmol) and 60 mL of pyridine at 0° C. The reaction was stirred overnight. The reaction was quenched with dilute HCl and extracted into EtOAc, and the organic layer was washed with sodium ... Starting materials: C(C1=CC=CC=C1)OC1=CC=C(C=C1)CCC(=O)O (3-(4-Benzyloxyphenyl)-propanoic acid), Cl.CNOC (N,O-dimethylhydroxylamine hydrochloride), N1=CC=CC=C1 (pyridine). Reactants: ClC1=C(C2=C(CCN(CC2)C(C(F)(F)F)=O)C=C1)OS(=O)(=O)C(F)(F)F (7-chloro-6-trifluoromethanesulfonyloxy-3-(2,2,2-trifluoroacetyl)-2,3,4,5-tetrahydro-1H-benzo[d]azepine), NCC1=NC=C(C=C1)OCC(F)(F)F (2-aminomethyl-5-(2,2,2-trifluoroethoxy)-pyridine). The solvent is C1(=CC=CC=C1)C (toluene). Yields the product ClC1=C(C2=C(CCN(CC2)C(C(F)(F)F)=O)C=C1)NCC1=NC=C(C=C1)OCC(F)(F)F (7-chloro-6-{[5-(2,2,2-trifluoro-ethoxy)-pyridin-2-ylmethyl]-amino}-3-(2,2,2-trifluoroacetyl)-2,3,4,5-tetrahydro-1H-benzo[d]azepine). Reaction SMILES: [Cl:1][C:2]1[CH:18]=[CH:17][C:5]2[CH2:6][CH2:7][N:8]([C:11](=[O:16])[C:12]([F:15])([F:14])[F:13])[CH2:9][CH2:10][C:4]=2[C:3]=1OS(C(F)(F)F)(=O)=O.[NH2:27][CH2:28][C:29]1[CH:34]=[CH:33][C:32]([O:35][CH2:36][C:37]([F:40])([F:39])[F:38])=[CH:31][N:30]=1>C1(C)C=CC=CC=1>[Cl:1][C:2]1[CH:18]=[CH:17][C:5]2[CH2:6][CH2:7][N:8]([C:11](=[O:16])[C:12]([F:13])([F:15])[F:14])[CH2:9][CH2:10][C:4]=2[C:3]=1[NH:27][CH2:28][C:29]1[CH:34]=[CH:33][C:32]([O:35][CH2:36][C:37]([F:40])([F:38])[F:39])=[CH:31][N:30]=1. Procedure: Use a method similar to the General Procedure 5-2 to couple 7-chloro-6-trifluoromethanesulfonyloxy-3-(2,2,2-trifluoroacetyl)-2,3,4,5-tetrahydro-1H-benzo[d]azepine (370 mg, 0.9 mmol) with 2-aminomethyl-5-(2,2,2-trifluoroethoxy)-pyridine (180 mg, 0.9 mmol) in toluene (8 mL). Purify by chromatography on silica gel eluting with hexane/EtOAc (10:1, 5:1 and 3:1) followed by SCX chromatography [pre-wash column with methanol followed by DCM, load material dissolved in DCM, then elute with DCM/2M ammonia... Starting materials: CCc1nc2c([nH]1)c(=O)[nH]c(=O)n2CC(C)CC, [Na+], [OH-], S=P12SP3(=S)SP(=S)(S1)SP(=S)(S2)S3, c1ccncc1. Yields the product CCc1nc2c([nH]1)c(=S)[nH]c(=O)n2CC(C)CC. RXN SMILES: [CH3:1][CH:2]([CH2:3][n:4]1[c:5](=[O:16])[nH:6][c:7](=[O:15])[c:8]2[nH:9][c:10]([CH2:13][CH3:14])[n:11][c:12]12)[CH2:17][CH3:18].[Na+:34].[OH-:33].[P:19]12(=[S:20])[S:21][P:22]3(=[S:32])[S:23][P:24](=[S:30])([S:25][P:26](=[S:29])([S:27]3)[S:28]1)[S:31]2.[cH:35]1[cH:36][cH:37][n:38][cH:39][cH:40]1>>[CH3:1][CH:2]([CH2:3][n:4]1[c:5](=[O:16])[nH:6][c:7](=[S:20])[c:8]2[nH:9][c:10]([CH2:13][CH3:14])[n:11][c:12]12)[CH2:17][CH3:18].